This data is from the Open Reaction Database (ORD), a public repository of structured organic reaction records. The task is: describe an organic reaction: reactants, conditions, products, and yield The reactants are CC(C)(C)CCOC(=O)CBr, CCC(C)=O, N[PH](=O)O. Product: CC(C)(C)CCO[PH](N)=O. RXN SMILES: [Br:5][CH2:6][C:7]([O:8][CH2:10][CH2:11][C:12]([CH3:13])([CH3:14])[CH3:15])=[O:9].[CH3:16][C:17](=[O:18])[CH2:19][CH3:20].[NH2:1][PH:2]([OH:3])=[O:4]>>[NH2:1][PH:2](=[O:3])[O:4][CH2:10][CH2:11][C:12]([CH3:13])([CH3:14])[CH3:15].